Dataset: the Open Reaction Database (ORD), a public repository of structured organic reaction records. Task: describe an organic reaction: reactants, conditions, products, and yield Starting materials: N[C@H]1[C@@H](CCCC1)NC1CN(CCC1)C1=CC=C(C#N)C=C1 (4-(3-((1R,2R)-2-aminocyclohexylamino)piperidin-1-yl)benzonitrile), CN1C=C(C2=CC=CC=C12)CC(=O)O (2-(1-methyl-1H-indol-3-yl)acetic acid). Yields the product C(#N)C1=CC=C(C=C1)N1C[C@H](CCC1)N[C@H]1[C@@H](CCCC1)NC(CC1=CN(C2=CC=CC=C12)C)=O (N-((1R,2R)-2-((S)-1-(4-Cyanophenyl)piperidin-3-ylamino)cyclohexyl)-2-(1-methyl-1H-indol-3-yl)acetamide). Yield: 31.0%. RXN SMILES: [NH2:1][C@@H:2]1[CH2:7][CH2:6][CH2:5][CH2:4][C@H:3]1[NH:8][CH:9]1[CH2:14][CH2:13][CH2:12][N:11]([C:15]2[CH:22]=[CH:21][C:18]([C:19]#[N:20])=[CH:17][CH:16]=2)[CH2:10]1.[CH3:23][N:24]1[C:32]2[C:27](=[CH:28][CH:29]=[CH:30][CH:31]=2)[C:26]([CH2:33][C:34](O)=[O:35])=[CH:25]1>>[C:19]([C:18]1[CH:21]=[CH:22][C:15]([N:11]2[CH2:12][CH2:13][CH2:14][C@H:9]([NH:8][C@@H:3]3[CH2:4][CH2:5][CH2:6][CH2:7][C@H:2]3[NH:1][C:34](=[O:35])[CH2:33][C:26]3[C:27]4[C:32](=[CH:31][CH:30]=[CH:29][CH:28]=4)[N:24]([CH3:23])[CH:25]=3)[CH2:10]2)=[CH:16][CH:17]=1)#[N:20]. Procedure details: N-((1R,2R)-2-((S)-1-(4-Cyanophenyl)piperidin-3-ylamino)cyclohexyl)-2-(1-methyl-1H-indol-3-yl)acetamide (15 mg, 0.031 mmol) was synthesized in 32% yield using the procedures described in General Procedure I using 4-(3-((1R,2R)-2-aminocyclohexylamino)piperidin-1-yl)benzonitrile (30 mg, 0.10 mmol) and 2-(1-methyl-1H-indol-3-yl)acetic acid (19.02 mg, 0.10 mmol). Anal. Calcd. for C29H35N5O m/z 469.6, found: 470.3 (M+H)+; 1H NMR (500 MHz, MeOH-d3) δ ppm 7.61-7.47 (m, 3H), 7.23 (d, J=8.25 Hz, 1H), 7.14... Starting materials: NC1=CC=C2C(=N1)C(=CN2)C2CCN(CC2)C (5-amino-3-(1-methylpiperidin-4-yl)pyrrolo[3,2-b]pyridine), S1C(=CC2=C1C=CC=C2)C(=O)Cl (2-benzothiophenecarbonyl chloride). Yields the product S1C(=CC2=C1C=CC=C2)C(=O)NC2=CC=C1C(=N2)C(=CN1)C1CCN(CC1)C (5-(N-[2-benzothiophenecarbonyl]amino)-3-(1-methylpiperidin-4-yl)pyrrolo[3,2-b]pyridine). Yield: 45.5%. RXN SMILES: [NH2:1][C:2]1[N:7]=[C:6]2[C:8]([CH:11]3[CH2:16][CH2:15][N:14]([CH3:17])[CH2:13][CH2:12]3)=[CH:9][NH:10][C:5]2=[CH:4][CH:3]=1.[S:18]1[C:22]2[CH:23]=[CH:24][CH:25]=[CH:26][C:21]=2[CH:20]=[C:19]1[C:27](Cl)=[O:28]>>[S:18]1[C:22]2[CH:23]=[CH:24][CH:25]=[CH:26][C:21]=2[CH:20]=[C:19]1[C:27]([NH:1][C:2]1[N:7]=[C:6]2[C:8]([CH:11]3[CH2:16][CH2:15][N:14]([CH3:17])[CH2:13][CH2:12]3)=[CH:9][NH:10][C:5]2=[CH:4][CH:3]=1)=[O:28]. Procedure details: Beginning with 0.41 gm (1.8 mMol) 5-amino-3-(1-methylpiperidin-4-yl)pyrrolo[3,2-b]pyridine and 0.46 gm (2.33 mMol) 2-benzothiophenecarbonyl chloride, 0.32 gm (46%) of the title compound were prepared essentially by the procedure described in Example 4. Starting materials: CC1=C(OCC(=O)OC)C=CC(=C1)OC\C=C(/C1=CC=C(C=C1)C#CCN1CCOCC1)\C1=CC2=C(OC(=C2)C)C=C1 (methyl (E)-[2-methyl-4-[3-(2-methyl benzo[b]furan-5-yl)-3-[4-[3-(morpholin-4-yl)propynyl]phenyl]-allyloxy]phenoxy]acetate), O.[OH-].[Li+] (lithium hydroxide monohydrate). Run in C(C)O (ethanol), O (water). Reaction conditions: time 48 hour. Yields the product CC1=C(OCC(=O)O)C=CC(=C1)OC\C=C(/C1=CC=C(C=C1)C#CCN1CCOCC1)\C1=CC2=C(OC(=C2)C)C=C1 ((E)-[2-Methyl-4-[3-(2-methylbenzo[b]furan-5-yl)-3-[4-(3-(morpholin-4-yl)propynyl)phenyl]allyloxy]phenoxy]acetic Acid). As a reaction SMILES: [CH3:1][C:2]1[CH:13]=[C:12]([O:14][CH2:15]/[CH:16]=[C:17](/[C:33]2[CH:42]=[CH:41][C:36]3[O:37][C:38]([CH3:40])=[CH:39][C:35]=3[CH:34]=2)\[C:18]2[CH:23]=[CH:22][C:21]([C:24]#[C:25][CH2:26][N:27]3[CH2:32][CH2:31][O:30][CH2:29][CH2:28]3)=[CH:20][CH:19]=2)[CH:11]=[CH:10][C:3]=1[O:4][CH2:5][C:6]([O:8]C)=[O:7].O.[OH-].[Li+]>C(O)C.O>[CH3:1][C:2]1[CH:13]=[C:12]([O:14][CH2:15]/[CH:16]=[C:17](/[C:33]2[CH:42]=[CH:41][C:36]3[O:37][C:38]([CH3:40])=[CH:39][C:35]=3[CH:34]=2)\[C:18]2[CH:19]=[CH:20][C:21]([C:24]#[C:25][CH2:26][N:27]3[CH2:32][CH2:31][O:30][CH2:29][CH2:28]3)=[CH:22][CH:23]=2)[CH:11]=[CH:10][C:3]=1[O:4][CH2:5][C:6]([OH:8])=[O:7] |f:1.2.3|. Reported procedure: The above ester (0.34 g, 0.60 mmol) was dissolved in ethanol (30 mL), a solution of lithium hydroxide monohydrate (0.08 g, 1.9 mmol) in water (3 mL) was added and the mixture was left to stand for 48 h. The solvents were evaporated in vacuo; the residue was diluted with water (25 mL) and acidified with acetic acid (0.3 mL). The formed precipitate was filtered off and dried in the air yielding the title compound as amorphous solid. The reactants are [N+](=O)([O-])C1=CC=C2C=NN(C2=C1)CCN1C(OCC1)=O (3-[2-(6-Nitro-indazol-1-yl)-ethyl]-oxazolidin-2-one), [Cl-].[NH4+] (ammonium chloride). Reagents/catalysts: [Fe] (iron). Solvent: C(C)O.O (ethanol H2O). Reaction conditions: time 15 minute. Yields the product NC1=CC=C2C=NN(C2=C1)CCN1C(OCC1)=O (3-[2-(6-amino-indazol-1-yl)-ethyl]-oxazolidin-2-one). Yield: 67.7%. Reaction SMILES: [N+:1]([C:4]1[CH:12]=[C:11]2[C:7]([CH:8]=[N:9][N:10]2[CH2:13][CH2:14][N:15]2[CH2:19][CH2:18][O:17][C:16]2=[O:20])=[CH:6][CH:5]=1)([O-])=O.[Cl-].[NH4+]>[Fe].C(O)C.O>[NH2:1][C:4]1[CH:12]=[C:11]2[C:7]([CH:8]=[N:9][N:10]2[CH2:13][CH2:14][N:15]2[CH2:19][CH2:18][O:17][C:16]2=[O:20])=[CH:6][CH:5]=1 |f:1.2,4.5|. Procedure details: A mixture of 3-[2-(6-Nitro-indazol-1-yl)-ethyl]-oxazolidin-2-one (200 mg, 0.72 mmol), iron powder (400 mg, 7.1 mmol), and ammonium chloride (20 mg, 0.37 mmol) in a 4:1 ethanol/H2O solution (5 mL) was heated to reflux for 3 hours, cooled to room temperature, concentrated under reduced pressure. The resudue was stirred in triethylamine/ethyl acetate (1/4, 10 mL) for 15 minutes, filtered through a plug of silica gel which was rinsed with triethylamine/ethyl acetate (1/4). The filtrate was concentra... Starting materials: O1CCCC=C1 (3,4-dihydro-2H-pyran), N1=CC=CC=C1 (pyridine), C1(=CC=C(C=C1)S(=O)(=O)[O-])C.[NH+]1=CC=CC=C1 (pyridinium p-toluenesulfonate), FC1=CC=C(C=C1)[C@H](CCCC(=O)OC)O (methyl 5-(4-fluorophenyl)-5-(S)-hydroxypentanoate), 86. Solvent: ClCCl (dichloromethane). Conditions: time 24 hour. Yields the product FC1=CC=C(C=C1)[C@H](CCCC(=O)OC)OC1OCCCC1 (Methyl 5(S)-(4-fluorophenyl)-5-[tetrahydropyran-2(RS)-yloxy]pentanoate). As a reaction SMILES: [O:1]1[CH:6]=[CH:5][CH2:4][CH2:3][CH2:2]1.C1(C)C=CC(S([O-])(=O)=O)=CC=1.[NH+]1C=CC=CC=1.[F:24][C:25]1[CH:30]=[CH:29][C:28]([C@@H:31]([OH:39])[CH2:32][CH2:33][CH2:34][C:35]([O:37][CH3:38])=[O:36])=[CH:27][CH:26]=1.N1C=CC=CC=1>ClCCl>[F:24][C:25]1[CH:26]=[CH:27][C:28]([C@@H:31]([O:39][CH:6]2[CH2:5][CH2:4][CH2:3][CH2:2][O:1]2)[CH2:32][CH2:33][CH2:34][C:35]([O:37][CH3:38])=[O:36])=[CH:29][CH:30]=1 |f:1.2|. Procedure: 4.23 ml (45 mmol) of 97% pure 3,4-dihydro-2H-pyran, followed by 762 mg (3.0 mmol) of pyridinium p-toluenesulfonate are added to a solution of 6.80 g (25.8 mmol) of methyl 5-(4-fluorophenyl)-5-(S)-hydroxypentanoate with a purity of 86 area % in 210 ml of dichloromethane in a 2-neck round-bottom flask with magnetic stirrer under nitrogen. The reaction mixture is stirred at room temperature for 24 h. HPLC analysis (system as in Example 5) shows besides pyridine (tret 4.8 min.) and 1.5 area % precur... Reactants: OC1(C2=C(CCC3=C1N=C(O3)C)C=C(C=C2)C)C=2C(NC(NC2)=O)=O ((±)-5-(9,10-Dihydro-4-hydroxy-2,7-dimethyl-4H-benzo[5,6]cyclohepta[1,2-d]oxazol-4-yl)-2,4(1H,3H)-pyrimidinedione), CI (methyl iodide). Product: CN1C(NC(C(=C1)C1(C2=C(CCC3=C1N=C(O3)C)C=C(C=C2)C)O)=O)=O ((±)-1-Methyl-5-(9,10-dihydro-4-hydroxy-2,7-dimethyl-4H-benzo[5,6]cyclohepta[1,2-d]oxazol-4-yl)-2,4(1H,3H)-pyrimidinedione). As a reaction SMILES: [OH:1][C:2]1([C:18]2[C:19](=[O:25])[NH:20][C:21](=[O:24])[NH:22][CH:23]=2)[C:8]2[N:9]=[C:10]([CH3:12])[O:11][C:7]=2[CH2:6][CH2:5][C:4]2[CH:13]=[C:14]([CH3:17])[CH:15]=[CH:16][C:3]1=2.[CH3:26]I>>[CH3:26][N:22]1[CH:23]=[C:18]([C:2]2([OH:1])[C:8]3[N:9]=[C:10]([CH3:12])[O:11][C:7]=3[CH2:6][CH2:5][C:4]3[CH:13]=[C:14]([CH3:17])[CH:15]=[CH:16][C:3]2=3)[C:19](=[O:25])[NH:20][C:21]1=[O:24]. Procedure details: The subtitle compound was prepared from the product of example 14 step (vi) (1.55 g) and methyl iodide (0.284 ml) according to the method of example 15 step (i). Purification was by flash column chromatography eluting with 5% methanol in ethyl acetate. Reactants: COC(=O)C1=CC=C(\C=N\NC(=O)OC(C)(C)C)C=C1 (tert-butyl (2E)-2-[4-(methoxycarbonyl)benzylidene]hydrazinecarboxylate), CO (methanol), Na(CN)BH3, CC(=O)O (AcOH). Solvent: C1CCOC1 (THF). Conditions: time 48 hour. Yields the product COC(=O)C1=CC=C(CNNC(=O)OC(C)(C)C)C=C1 (tert-Butyl 2-[4-(methoxycarbonyl)benzyl]hydrazinecarboxylate). RXN SMILES: [CH3:1][O:2][C:3]([C:5]1[CH:20]=[CH:19][C:8](/[CH:9]=[N:10]/[NH:11][C:12]([O:14][C:15]([CH3:18])([CH3:17])[CH3:16])=[O:13])=[CH:7][CH:6]=1)=[O:4].CO.CC(O)=O>C1COCC1>[CH3:1][O:2][C:3]([C:5]1[CH:6]=[CH:7][C:8]([CH2:9][NH:10][NH:11][C:12]([O:14][C:15]([CH3:16])([CH3:18])[CH3:17])=[O:13])=[CH:19][CH:20]=1)=[O:4]. Reported procedure: To a solution of the intermediate from step B (8.4 g, 30.18 mmol) in THF (150 mL) was added methanol (15 mL), Na(CN)BH3 (5.7 g, 90.54 mmol) and AcOH (30 mL). The resulting solution was stirred at room temperature for 48 hours. The reaction was concentrated in vacuo. To the residue was added 1 M Na2CO3 solution (800 mL) and extracted with ether (3×). The organic layer was dried over anhydrous Na2SO4 filtered and concentrated in vacuo to give the desired product as a white solid. 1H NMR (CDCl3, 50...